This data is from the Open Reaction Database (ORD), a public repository of structured organic reaction records. The task is: describe an organic reaction: reactants, conditions, products, and yield Starting materials: ClC1=C(C(=NC(=C1C(=O)OC)C(F)(F)Cl)C(F)(F)F)C(=O)OCC (3-Ethyl 5-methyl 4-chloro-6-(chlorodifluoromethyl)-2-(trifluoromethyl)-3,5-pyridinedicarboxylate), C(C)(C)(C)N (t-butylamine). Run in CN(C)C=O (DMF). Yields the product ClC(C1=C(C(=C(C(=N1)C(F)(F)F)C(=O)OCC)NC(C)(C)C)C(=O)OC)(F)F (3-Ethyl 5-methyl 6-(chlorodifluoromethyl)--(t-butylamino)-2-(trifluoromethyl)-3,5-pyridine-dicarboxylate). Yield: 19.9%. Reaction SMILES: Cl[C:2]1[C:7]([C:8]([O:10][CH3:11])=[O:9])=[C:6]([C:12]([Cl:15])([F:14])[F:13])[N:5]=[C:4]([C:16]([F:19])([F:18])[F:17])[C:3]=1[C:20]([O:22][CH2:23][CH3:24])=[O:21].[C:25]([NH2:29])([CH3:28])([CH3:27])[CH3:26]>CN(C=O)C>[Cl:15][C:12]([F:13])([F:14])[C:6]1[N:5]=[C:4]([C:16]([F:19])([F:18])[F:17])[C:3]([C:20]([O:22][CH2:23][CH3:24])=[O:21])=[C:2]([NH:29][C:25]([CH3:28])([CH3:27])[CH3:26])[C:7]=1[C:8]([O:10][CH3:11])=[O:9]. Procedure: This compound was prepared as described in Example 37: 5.0 g (0.013 mol) of product of Example 28, 3.9 ml (0.036 mol) of t-butylamine in 30 ml of DMF were reacted affording a residue which was kugelrohr distilled at 133 Pa, pot temperature 126° C., giving 4.49 g. Purification by HPLC using 5% ethyl acetate/cyclohexane as eluting solvent afforded 1.12 g of product as a white solid; mp 51.5°-53° C. The reactants are C1C(CC2=CC=CC=C12)=O (2-Indanone), Cl.C1(=CC=CC=C1)NN (phenylhydrazine hydrochloride), ice water. Run in C(C)(=O)O (acetic acid). The product is N1C=CC2=CC=CC=C12 (indole). RXN SMILES: [CH2:1]1[C:9]2[C:4](=[CH:5][CH:6]=[CH:7][CH:8]=2)C[C:2]1=O.Cl.C1([NH:18]N)C=CC=CC=1>C(O)(=O)C>[NH:18]1[C:4]2[C:9](=[CH:8][CH:7]=[CH:6][CH:5]=2)[CH:1]=[CH:2]1 |f:1.2|. Procedure: 2-Indanone (5.25 g, 39.7 mmol) and phenylhydrazine hydrochloride (5.74 g, 39.7 mmol), were heated to reflux in glacial acetic acid (60 cm3) for 1 hour, and then cooled. The solution was poured into ice/water, and the solid precipitate collected by filtration. After partial purification by column chromatography, and crystallization (charcoal) from ethyl acetate to yielded colourless needles of the title compound. Yield 0.64 g (80%). M.p. 205° C. 1H NMR (DMSO-d6) δ: 3.65 (2H, s,), 7.0-7.2 (8H,), 1... Starting materials: CCN(CC)C(=O)CC(C)=O, CC(=O)O, CON(C)C(=O)C=Cc1c(C2CC2)nc2ccccc2c1-c1ccc(F)cc1, [Cl-], [H-], [Li]CCCC, [Na+], [Na+], C1CCOC1, O. Product: CCN(CC)C(=O)CC(=O)CC(=O)C=Cc1c(C2CC2)nc2ccccc2c1-c1ccc(F)cc1. Reaction SMILES: [C:3]([CH2:4][C:5](=[O:6])[CH3:7])(=[O:8])[N:9]([CH2:10][CH3:11])[CH2:12][CH3:13].[CH3:47][C:48](=[O:49])[OH:50].[CH:19]1([c:22]2[n:23][c:24]3[cH:25][cH:26][cH:27][cH:28][c:29]3[c:30](-[c:40]3[cH:41][cH:42][c:43]([F:46])[cH:44][cH:45]3)[c:31]2[CH:32]=[CH:33][C:34](=[O:35])[N:36]([O:37][CH3:38])[CH3:39])[CH2:20][CH2:21]1.[Cl-:51].[H-:1].[Li:14][CH2:15][CH2:16][CH2:17][CH3:18].[Na+:2].[Na+:52].[O:53]1[CH2:54][CH2:55][CH2:56][CH2:57]1.[OH2:58]>>[C:3]([CH2:4][C:5](=[O:6])[CH2:7][C:34]([CH:33]=[CH:32][c:31]1[c:22]([CH:19]2[CH2:20][CH2:21]2)[n:23][c:24]2[cH:25][cH:26][cH:27][cH:28][c:29]2[c:30]1-[c:40]1[cH:41][cH:42][c:43]([F:46])[cH:44][cH:45]1)=[O:35])(=[O:8])[N:9]([CH2:10][CH3:11])[CH2:12][CH3:13]. The reactants are C1CCCCC1, CCOC(=O)C=[N+]=[N-], O=S(=O)([O-])[O-], CC(C)=CSc1ccccc1. The product is CCOC(=O)C1C(Sc2ccccc2)C1(C)C. As a reaction SMILES: [CH2:25]1[CH2:26][CH2:27][CH2:28][CH2:29][CH2:30]1.[N+:17](=[N-:18])=[CH:19][C:20](=[O:21])[O:22][CH2:23][CH3:24].[O-:12][S:13](=[O:14])(=[O:15])[O-:16].[c:1]1([S:7][CH:8]=[C:9]([CH3:10])[CH3:11])[cH:2][cH:3][cH:4][cH:5][cH:6]1>>[c:1]1([S:7][CH:8]2[C:9]([CH3:10])([CH3:11])[CH:19]2[C:20](=[O:21])[O:22][CH2:23][CH3:24])[cH:2][cH:3][cH:4][cH:5][cH:6]1.